This data is from the Open Reaction Database (ORD), a public repository of structured organic reaction records. The task is: describe an organic reaction: reactants, conditions, products, and yield Reactants: CC=1C=C(SC1C(NCC=1C=NC=CC1)=O)N1C(N(CC1)CC1=CC=C(C=C1)NC(OC(C)(C)C)=O)=O (tert-butyl 4-((3-(4-methyl-5-(pyridin-3-ylmethylcarbamoyl)-thiophen-2-yl)-2-oxoimidazolidin-1-yl)methyl)phenylcarbamate), FC(C(=O)O)(F)F (trifluoroacetic acid). The solvent is ClCCl (dichloromethane). Conditions: time 2 hour. Product: NC1=CC=C(CN2C(N(CC2)C2=CC(=C(S2)C(=O)NCC=2C=NC=CC2)C)=O)C=C1 (5-(3-(4-aminobenzyl)-2-oxoimidazolidin-1-yl)-3-methyl-N-(pyridin-3-ylmethyl)thiophene-2-carboxamide). Yield: 46.0%. Reaction SMILES: [CH3:1][C:2]1[CH:3]=[C:4]([N:17]2[CH2:21][CH2:20][N:19]([CH2:22][C:23]3[CH:28]=[CH:27][C:26]([NH:29]C(=O)OC(C)(C)C)=[CH:25][CH:24]=3)[C:18]2=[O:37])[S:5][C:6]=1[C:7](=[O:16])[NH:8][CH2:9][C:10]1[CH:11]=[N:12][CH:13]=[CH:14][CH:15]=1.FC(F)(F)C(O)=O>ClCCl>[NH2:29][C:26]1[CH:25]=[CH:24][C:23]([CH2:22][N:19]2[CH2:20][CH2:21][N:17]([C:4]3[S:5][C:6]([C:7]([NH:8][CH2:9][C:10]4[CH:11]=[N:12][CH:13]=[CH:14][CH:15]=4)=[O:16])=[C:2]([CH3:1])[CH:3]=3)[C:18]2=[O:37])=[CH:28][CH:27]=1. Procedure details: A mixture of tert-butyl 4-((3-(4-methyl-5-(pyridin-3-ylmethylcarbamoyl)-thiophen-2-yl)-2-oxoimidazolidin-1-yl)methyl)phenylcarbamate (0.18 g, 0.34 mmol) and trifluoroacetic acid (2 mL) in dichloromethane (2 mL) was stirred at ambient temperature for 2 h and concentrated. The residue was taken up in saturated aqueous sodium bicarbonate solution (25 mL) and extracted with dichloromethane (2×50 mL). The combined organic layer was dried over sodium sulfate, filtered and concentrated in vacuo. The re... Starting materials: C(C)OC(=O)C1(CC2=CC=CC=C2C1)NC(=O)C1=CN=CC2=CC=CC=C12 (2-[(Isoquinoline-4-carbonyl)-amino]-indan-2-carboxylic acid ethyl ester), [OH-].[K+] (KOH), O (water). The solvent is CCO (EtOH). Reaction conditions: time 8 hour. Product: C1=NC=C(C2=CC=CC=C12)C(=O)NC1(CC2=CC=CC=C2C1)C(=O)O (2-[(Isoquinoline-4-carbonyl)-amino]-indan-2-carboxylic acid). Isolated yield 93.0%. Reaction SMILES: C([O:3][C:4]([C:6]1([NH:15][C:16]([C:18]2[C:27]3[C:22](=[CH:23][CH:24]=[CH:25][CH:26]=3)[CH:21]=[N:20][CH:19]=2)=[O:17])[CH2:14][C:13]2[C:8](=[CH:9][CH:10]=[CH:11][CH:12]=2)[CH2:7]1)=[O:5])C.[OH-].[K+].O>CCO>[CH:21]1[C:22]2[C:27](=[CH:26][CH:25]=[CH:24][CH:23]=2)[C:18]([C:16]([NH:15][C:6]2([C:4]([OH:5])=[O:3])[CH2:7][C:8]3[C:13](=[CH:12][CH:11]=[CH:10][CH:9]=3)[CH2:14]2)=[O:17])=[CH:19][N:20]=1 |f:1.2|. Procedure details: The mixture of 2-[(isoquinoline-4-carbonyl)-amino]-indan-2-carboxylic acid ethyl ester (51) (200 mg, 0.55 mmol) and KOH (600 mg, 10.7 mmol) is dissolved in EtOH (8 mL) and water (1 mL) under a water bath. The water bath is removed when KOH is completely dissolved and the resulting reaction solution is stirred at RT for 8 h. After concentration in vacuo, the residue is dissolved in water (20 mL) and acidified with conc. HCl until no more white precipitate formed. The precipitate is filtered to gi... Reactants: [NH4+].[Cl-] (NH4Cl), C(CCC\C=C/C\C=C/C\C=C/C\C=C/C\C=C/CC)S ((5Z,8Z,11Z,14Z,17Z)-icosa-5,8,11,14,17-pentaene-1-thiol), [H-].[Na+] (NaH), BrC(C(=O)OCC)CC (ethyl bromobutyrate). Solvent: CCCCCCC (heptane), O (water), CN(C)C=O (DMF). Run at temperature 0 celsius, time 1 hour. Yields the product C(CCC\C=C/C\C=C/C\C=C/C\C=C/C\C=C/CC)SC(C(=O)OCC)CC (ethyl 2-((5Z,8Z,11Z,14Z,17Z)-icosa-5,8,11,14,17-pentaenylthio)butanoate). Isolated yield 90.5%. RXN SMILES: [CH2:1]([SH:21])[CH2:2][CH2:3][CH2:4]/[CH:5]=[CH:6]\[CH2:7]/[CH:8]=[CH:9]\[CH2:10]/[CH:11]=[CH:12]\[CH2:13]/[CH:14]=[CH:15]\[CH2:16]/[CH:17]=[CH:18]\[CH2:19][CH3:20].[H-].[Na+].Br[CH:25]([CH2:31][CH3:32])[C:26]([O:28][CH2:29][CH3:30])=[O:27].[NH4+].[Cl-]>CN(C=O)C.CCCCCCC.O>[CH2:1]([S:21][CH:25]([CH2:31][CH3:32])[C:26]([O:28][CH2:29][CH3:30])=[O:27])[CH2:2][CH2:3][CH2:4]/[CH:5]=[CH:6]\[CH2:7]/[CH:8]=[CH:9]\[CH2:10]/[CH:11]=[CH:12]\[CH2:13]/[CH:14]=[CH:15]\[CH2:16]/[CH:17]=[CH:18]\[CH2:19][CH3:20] |f:1.2,4.5|. Procedure details: To a solution of (5Z,8Z,11Z,14Z,17Z)-icosa-5,8,11,14,17-pentaene-1-thiol (305 mg, 1.00 mmol) in dry DMF (10 mL) at 0° C. under inert atmosphere was added NaH (60% in mineral oil, 44 mg, 1.1 mmol). After fifteen minutes ethyl bromobutyrate (154 μL, 1.05 mmol) was added. The mixture was stirred for 1 hour at 0° C. Sat. aq. NH4Cl (20 mL), water (20 mL) and heptane (50 mL) were added. The phases were separated and the water phase was extracted with heptane (2×25 mL). The combined organics were washe... Reactants: C1CCOC1, CC(C)(C)C(=O)Nc1nc(Cl)c2cc[nH]c2n1, O=C1CCC(=O)N1I. Yields the product CC(C)(C)C(=O)Nc1nc(Cl)c2c(I)c[nH]c2n1. As a reaction SMILES: [CH2:26]1[O:27][CH2:28][CH2:29][CH2:30]1.[Cl:1][c:2]1[c:3]2[c:4]([n:5][c:6]([NH:8][C:9]([C:10]([CH3:11])([CH3:12])[CH3:13])=[O:14])[n:7]1)[nH:15][cH:16][cH:17]2.[I:18][N:19]1[C:20](=[O:21])[CH2:22][CH2:23][C:24]1=[O:25]>>[Cl:1][c:2]1[c:3]2[c:4]([n:5][c:6]([NH:8][C:9]([C:10]([CH3:11])([CH3:12])[CH3:13])=[O:14])[n:7]1)[nH:15][cH:16][c:17]2[I:18]. Starting materials: [Br-], CCOC(=O)c1cc2c(C(=O)c3ccc4c(c3)OCO4)nc(N)nc2s1, C1CCOC1, C[Mg+]. Yields the product CCOC(=O)c1cc2c(C(C)(O)c3ccc4c(c3)OCO4)nc(N)nc2s1. Reaction SMILES: [Br-:27].[CH2:1]([CH3:2])[O:3][C:4](=[O:5])[c:6]1[cH:7][c:8]2[c:9]([n:10][c:11]([NH2:25])[n:12][c:13]2[C:14](=[O:15])[c:16]2[cH:17][c:18]3[c:19]([cH:23][cH:24]2)[O:20][CH2:21][O:22]3)[s:26]1.[CH2:30]1[O:31][CH2:32][CH2:33][CH2:34]1.[CH3:28][Mg+:29]>>[CH2:1]([CH3:2])[O:3][C:4](=[O:5])[c:6]1[cH:7][c:8]2[c:9]([n:10][c:11]([NH2:25])[n:12][c:13]2[C:14]([OH:15])([c:16]2[cH:17][c:18]3[c:19]([cH:23][cH:24]2)[O:20][CH2:21][O:22]3)[CH3:28])[s:26]1. Reactants: NC1=C(C(=O)O)C=CC=C1N (2,3-diaminobenzoic acid), FC(C1=C(C=O)C=CC(=C1)OCCN1CCOCC1)F (2-(difluoromethyl)-4-(2-morpholinoethoxy)benzaldehyde). Product: FC(C1=C(C=CC(=C1)OCCN1CCOCC1)C1=NC2=C(N1)C(=CC=C2)C(=O)O)F (2-(2-(difluoromethyl)-4-(2-morpholinoethoxy)phenyl)-1H-benzo[d]imidazole-7-carboxylic acid). The yield is 48.0%. RXN SMILES: [NH2:1][C:2]1[C:10]([NH2:11])=[CH:9][CH:8]=[CH:7][C:3]=1[C:4]([OH:6])=[O:5].[F:12][CH:13]([F:31])[C:14]1[CH:21]=[C:20]([O:22][CH2:23][CH2:24][N:25]2[CH2:30][CH2:29][O:28][CH2:27][CH2:26]2)[CH:19]=[CH:18][C:15]=1[CH:16]=O>>[F:31][CH:13]([F:12])[C:14]1[CH:21]=[C:20]([O:22][CH2:23][CH2:24][N:25]2[CH2:30][CH2:29][O:28][CH2:27][CH2:26]2)[CH:19]=[CH:18][C:15]=1[C:16]1[NH:1][C:2]2[C:3]([C:4]([OH:6])=[O:5])=[CH:7][CH:8]=[CH:9][C:10]=2[N:11]=1. Procedure: 2,3-Diaminobenzoic acid (1; 222 mg, 1.5 mmol) and the corresponding 2-(difluoromethyl)-4-(2-morpholinoethoxy)benzaldehyde 124 were subjected to the same general procedure detailed above to afford 2-(2-(difluoromethyl)-4-(2-morpholinoethoxy)phenyl)-1H-benzo[d]imidazole-7-carboxylic acid 125 (300 mg, 48%). Reaction SMILES: [C:25](=[O:26])([O-:27])[O-:28].[Cs+:29].[Cs+:30].[O:1]1[CH2:2][CH2:3][O:4][C:5]12[CH2:6][CH:7]=[C:8]([c:11]1[c:12]([OH:13])[cH:14][cH:15][cH:16][n:17]1)[CH2:9][CH2:10]2.[O:31]=[CH:32][N:33]([CH3:34])[CH3:35].[nH:18]1[c:19](=[O:24])[cH:20][cH:21][cH:22][cH:23]1>>[O:1]1[CH2:2][CH2:3][O:4][C:5]12[CH2:6][CH2:7][CH:8]([n:18]1[c:19](=[O:24])[cH:20][cH:21][cH:22][cH:23]1)[CH2:9][CH2:10]2. Reactants: O=C([O-])[O-], [Cs+], [Cs+], Oc1cccnc1C1=CCC2(CC1)OCCO2, CN(C)C=O, O=c1cccc[nH]1. Yields the product O=c1ccccn1C1CCC2(CC1)OCCO2. Starting materials: ice water, —Sodium hydride, [I-].C[S+](=O)(C)C (trimethylsulfoxonium iodide), COC1=CC=2C[C@H]([C@H]3[C@H]4C=CC([C@@]4(C)CC[C@@H]3C2C=C1)=O)C ((7α,14β)-3-Methoxy-7-methylestra-1,3,5(10),15-tetraen-17-one). Solvent: CS(=O)C (dimethyl sulfoxide). Run at time 1.5 hour. The product is COC1=CC=2C[C@H]([C@H]3[C@H]4[C@H]5[C@@H](C([C@@]4(C)CC[C@@H]3C2C=C1)=O)C5)C ((7α,14β,15β,16β)-3-methoxy-7-methyl-15,16-methyleneestra-1,3,5(10)-trien-17-one). The yield is 131.8%. RXN SMILES: [I-].[CH3:2][S+](C)(C)=O.[CH3:7][O:8][C:9]1[CH:26]=[CH:25][C:24]2[C@@H:23]3[C@H:14]([C@@H:15]4[C@@:19]([CH2:21][CH2:22]3)([CH3:20])[C:18](=[O:27])[CH:17]=[CH:16]4)[C@H:13]([CH3:28])[CH2:12][C:11]=2[CH:10]=1>CS(C)=O>[CH3:7][O:8][C:9]1[CH:26]=[CH:25][C:24]2[C@@H:23]3[C@H:14]([C@@H:15]4[C@@:19]([CH2:21][CH2:22]3)([CH3:20])[C:18](=[O:27])[C@H:17]3[CH2:2][C@@H:16]43)[C@H:13]([CH3:28])[CH2:12][C:11]=2[CH:10]=1 |f:0.1|. Procedure details: —Sodium hydride (60% suspension in mineral oil, 1.15 g) was added to a suspension of trimethylsulfoxonium iodide (5.57 g) in dry dimethyl sulfoxide (115 ml) and the mixture was stirred at room temperature for 20 min. (7α,14β)-3-Methoxy-7-methylestra-1,3,5(10),15-tetraen-17-one (Example 7, step iv; 1.92 g) was added and stirring was continued for 1.5 h. The reaction mixture was poured into ice-water and the product was extracted into ethyl acetate. The combined organic phases were washed with wat... The reactants are CO, O=C1CN2CCC1CC2. Product: OC1CN2CCC1CC2. Reaction SMILES: [CH3:10][OH:11].[N:1]12[CH2:2][C:3](=[O:9])[CH:4]([CH2:5][CH2:6]1)[CH2:7][CH2:8]2>>[N:1]12[CH2:2][CH:3]([OH:9])[CH:4]([CH2:5][CH2:6]1)[CH2:7][CH2:8]2. The reactants are NC1=NC(=CC(=C1C=O)C1CCN(CC1)C(=O)OC(C)(C)C)C1=C(C=CC=C1OCC1=CC=C(C=C1)OC)OCC1CC1 (tert-butyl 4-(2-amino-6-{2-(cyclopropylmethoxy)-6-[(4-methoxybenzyl)oxy]phenyl}-3-formyl-4-pyridinyl)-1-piperidinecarboxylate), ethyl malonate monoamine, N1CCCCC1 (piperidine), C(C)O (ethyl alcohol), compound 1G, C(C)(C)(C)C1N(CCC(C1)C=O)C(=O)O (tert-butyl 4-formyl piperidine-1-carboxylic acid), NC1=NC(=CC(=C1C=O)C1CCN(CC1)C(=O)OC(C)(C)C)C1=C(C=CC=C1OCC1=CC=C(C=C1)OC)OCC1CC1 (tert-butyl 4-(2-amino-6-{2-(cyclopropylmethoxy)-6-[(4-methoxybenzyl)oxy]phenyl)-3-formyl-4-pyridinyl)-1-piperidinecarboxylate). The product is NC(=O)C1=CC=2C(=CC(=NC2NC1=O)C1=C(C=CC=C1OCC1=CC=C(C=C1)OC)OCC1CC1)C1CCN(CC1)C(=O)OC(C)(C)C (tert-butyl 4-(6-(aminocarbonyl)-2-{2-(cyclopropylmethoxy)-6-[(4-methoxybenzyl)oxy]phenyl}-7-oxo-7,8-dihydro-1,8-naphthyridin-4-yl)-1-piperidinecarboxylate). As a reaction SMILES: C(C1CC([CH:11]=[O:12])CCN1C(O)=O)(C)(C)C.[NH2:16][C:17]1[C:22]([CH:23]=O)=[C:21]([CH:25]2[CH2:30][CH2:29][N:28]([C:31]([O:33][C:34]([CH3:37])([CH3:36])[CH3:35])=[O:32])[CH2:27][CH2:26]2)[CH:20]=[C:19]([C:38]2[C:43]([O:44][CH2:45][C:46]3[CH:51]=[CH:50][C:49]([O:52][CH3:53])=[CH:48][CH:47]=3)=[CH:42][CH:41]=[CH:40][C:39]=2[O:54][CH2:55][CH:56]2[CH2:58][CH2:57]2)[N:18]=1.[NH:59]1CCCCC1.[CH2:65]([OH:67])[CH3:66]>>[NH2:59][C:65]([C:66]1[C:11](=[O:12])[NH:16][C:17]2[N:18]=[C:19]([C:38]3[C:43]([O:44][CH2:45][C:46]4[CH:51]=[CH:50][C:49]([O:52][CH3:53])=[CH:48][CH:47]=4)=[CH:42][CH:41]=[CH:40][C:39]=3[O:54][CH2:55][CH:56]3[CH2:57][CH2:58]3)[CH:20]=[C:21]([CH:25]3[CH2:26][CH2:27][N:28]([C:31]([O:33][C:34]([CH3:35])([CH3:37])[CH3:36])=[O:32])[CH2:29][CH2:30]3)[C:22]=2[CH:23]=1)=[O:67]. Reported procedure: With the use of the starting compound 1G and tert-butyl 4-formyl piperidine-1-carboxylic acid, tert-butyl 4-(2-amino-6-{2-(cyclopropylmethoxy)-6-[(4-methoxybenzyl)oxy]phenyl)-3-formyl-4-pyridinyl)-1-piperidinecarboxylate was prepared in a similar manner as that of the step (1) of Example 25-2. To a solution of tert-butyl 4-(2-amino-6-{2-(cyclopropylmethoxy)-6-[(4-methoxybenzyl)oxy]phenyl}-3-formyl-4-pyridinyl)-1-piperidinecarboxylate (0.400 g, 0.681 mmol) in ethyl alcohol (5.0 mL) was added ethy...